From a dataset of the Open Reaction Database (ORD), a public repository of structured organic reaction records. describe an organic reaction: reactants, conditions, products, and yield Reactants: Cc1oc(-c2ccc(Br)cc2)nc1CCN1CCCC1C, OB(O)c1ccccc1. Product: Cc1oc(-c2ccc(-c3ccccc3)cc2)nc1CCN1CCCC1C. RXN SMILES: [Br:10][c:11]1[cH:12][cH:13][c:14](-[c:17]2[o:18][c:19]([CH3:30])[c:20]([CH2:22][CH2:23][N:24]3[CH:25]([CH3:29])[CH2:26][CH2:27][CH2:28]3)[n:21]2)[cH:15][cH:16]1.[c:1]1([B:7]([OH:8])[OH:9])[cH:2][cH:3][cH:4][cH:5][cH:6]1>>[c:1]1(-[c:11]2[cH:12][cH:13][c:14](-[c:17]3[o:18][c:19]([CH3:30])[c:20]([CH2:22][CH2:23][N:24]4[CH:25]([CH3:29])[CH2:26][CH2:27][CH2:28]4)[n:21]3)[cH:15][cH:16]2)[cH:2][cH:3][cH:4][cH:5][cH:6]1. Reactants: C(C1=CC=CC=C1)OC=1C(=NC=C(C1)Br)N (3-(benzyloxy)-5-bromopyridine-2-amine), ClC(C(=O)OCC)C(=O)C (ethyl 2-chloroacetoacetate), 3. Solvent: C(C)O (ethanol). Yields the product C(C1=CC=CC=C1)OC=1C=2N(C=C(C1)Br)C(=C(N2)C)C(=O)OCC (Ethyl 8-(benzyloxy)-6-bromo-2-methylimidazo[1,2-a]pyridine-3-carboxylate). RXN SMILES: [CH2:1]([O:8][C:9]1[C:10]([NH2:16])=[N:11][CH:12]=[C:13]([Br:15])[CH:14]=1)[C:2]1[CH:7]=[CH:6][CH:5]=[CH:4][CH:3]=1.Cl[CH:18]([C:24]([CH3:26])=O)[C:19]([O:21][CH2:22][CH3:23])=[O:20]>C(O)C>[CH2:1]([O:8][C:9]1[C:10]2[N:11]([C:18]([C:19]([O:21][CH2:22][CH3:23])=[O:20])=[C:24]([CH3:26])[N:16]=2)[CH:12]=[C:13]([Br:15])[CH:14]=1)[C:2]1[CH:3]=[CH:4][CH:5]=[CH:6][CH:7]=1. Procedure details: Under argon, 200 g (0.72 mol) of 3-(benzyloxy)-5-bromopyridine-2-amine Example 84A, 590 g (3.58 mol) of ethyl 2-chloroacetoacetate and 436 g 3 A molecular sieve were suspended in 6 l of ethanol and boiled at reflux for 72 h. The reaction mixture was filtered off through kieselguhr and concentrated. The residue was purified by silica gel chromatography (petroleum ether:ethyl acetate 9:1, then 6:4) and the product fractions were concentrated. This gave 221 g (79% of theory) of the target compound. The reactants are [Br-], [Li]CCCC, C[P+](c1ccccc1)(c1ccccc1)c1ccccc1, CCOCC, CC1(C2(C=O)CC2)OCCO1. The product is C=CC1(C2(C)OCCO2)CC1. Reaction SMILES: [Br-:17].[CH2:1]([Li:2])[CH2:3][CH2:4][CH3:5].[CH3:18][P+:19]([c:20]1[cH:21][cH:22][cH:23][cH:24][cH:25]1)([c:26]1[cH:27][cH:28][cH:29][cH:30][cH:31]1)[c:32]1[cH:33][cH:34][cH:35][cH:36][cH:37]1.[CH3:38][CH2:39][O:40][CH2:41][CH3:42].[CH3:6][C:7]1([C:12]2([CH:15]=[O:16])[CH2:13][CH2:14]2)[O:8][CH2:9][CH2:10][O:11]1>>[CH2:1]=[CH:15][C:12]1([C:7]2([CH3:6])[O:8][CH2:9][CH2:10][O:11]2)[CH2:13][CH2:14]1. Starting materials: C1=CN=CC=C1C2=CNC(=O)C(=C2)N (Amrinone), C1(=CC=CC=C1)S(=O)(=O)Cl (benzenesulfonyl chloride). The solvent is N1=CC=CC=C1 (pyridine). Reaction conditions: time 2 hour. The product is O=C1C(=CC(=CN1)C1=CC=NC=C1)NS(=O)(=O)C1=CC=CC=C1 (N-(6-Oxo-1,6-dihydro-[3,4′]bipyridinyl-5-yl)-benzenesulfonamide). The yield is 57.6%. Reaction SMILES: [CH:1]1[C:6]([C:7]2[CH:13]=[C:12]([NH2:14])[C:10](=[O:11])[NH:9][CH:8]=2)=[CH:5][CH:4]=[N:3][CH:2]=1.[C:15]1([S:21](Cl)(=[O:23])=[O:22])[CH:20]=[CH:19][CH:18]=[CH:17][CH:16]=1>N1C=CC=CC=1>[O:11]=[C:10]1[NH:9][CH:8]=[C:7]([C:6]2[CH:1]=[CH:2][N:3]=[CH:4][CH:5]=2)[CH:13]=[C:12]1[NH:14][S:21]([C:15]1[CH:20]=[CH:19][CH:18]=[CH:17][CH:16]=1)(=[O:23])=[O:22]. Procedure details: Amrinone (100 mg, 0.53 mmol) was suspended in pyridine (2 mL) and benzenesulfonyl chloride (75 μL, 0.59 mmol) was added dropwise at 0° C. The reaction mixture was stirred for 2 hours. The pyridine was removed in vacuo. MeOH was added to the crude mixture and the solid was filtered and rinsed with more MeOH to give the title compound as a light yellow solid (100 mg, 57% yield). MS (ES+) m/e=328. 1H NMR (DMSO-d6) δH 7.51 (2H, dd), 7.54-7.58 (2H, m), 7.61-7.65 (1H, m), 7.75 (2H, dd), 7.90 (2H, dd),... Reactants: C(C)OC(CBr)=O (ethylbromoacetate), C(C)N(C(CBr)=O)CC (N,N-diethyl-α-bromoacetamide). Yields the product C(C)N(CC)CCBr (N,N-diethylaminoethyl bromide), C(C)(=O)NC(CBr)=O (N-acetyl-α-bromoacetamide). Reaction SMILES: C(O[C:4](=[O:7])[CH2:5][Br:6])C.[CH2:8]([N:10]([CH2:15][CH3:16])[C:11](=[O:14])[CH2:12][Br:13])[CH3:9]>>[CH2:8]([N:10]([CH2:11][CH2:12][Br:13])[CH2:15][CH3:16])[CH3:9].[C:11]([NH:10][C:4](=[O:7])[CH2:5][Br:6])(=[O:14])[CH3:12]. Procedure details: When ethylbromoacetate in the above procedure is replaced with N,N-diethyl-α-bromoacetamide; N,N-diethylaminoethyl bromide or N-acetyl-α-bromoacetamide, then the corresponding products are obtained. Reactants: C(C)(C)(C)OC(=O)N1C(CC(=CC1)C1=CC(=C(C=2C=COC21)F)F)C (1-(tert-butoxycarbonyl)-2-methyl-4-(4,5-difluorobenzofur-7-yl)-1,2,3,6-tetrahydropyridine), Cl (hydrogen chloride). The solvent is O1CCOCC1 (dioxane). The product is Cl.CC1NCC=C(C1)C1=CC(=C(C=2C=COC21)F)F (2-methyl-4-(4,5-difluorobenzofur-7-yl)-1,2,3,6-tetrahydropyridine hydrochloride). The yield is 86.0%. Reaction SMILES: C(OC([N:8]1[CH2:13][CH:12]=[C:11]([C:14]2[C:22]3[O:21][CH:20]=[CH:19][C:18]=3[C:17]([F:23])=[C:16]([F:24])[CH:15]=2)[CH2:10][CH:9]1[CH3:25])=O)(C)(C)C.[ClH:26]>O1CCOCC1>[ClH:26].[CH3:25][CH:9]1[CH2:10][C:11]([C:14]2[C:22]3[O:21][CH:20]=[CH:19][C:18]=3[C:17]([F:23])=[C:16]([F:24])[CH:15]=2)=[CH:12][CH2:13][NH:8]1 |f:3.4|. Procedure: A mixture of 0.5 gm (2.53 mMol) 4,5-difluorobenzofur-7-ylboronic acid, 0.872 gm (2.53 mMol) 1-(tert-butoxycarbonyl)-2-methyl-4-trifluoromethanesulfonyloxy-1,2,3,6-tetrahydropyridine, 0.806 gm (3.8 mMol) potassium phosphate, and 0.146 gm (0.127 mMol) tetrakis(triphenylphosphino)palladium in 10 mL tetrahydrofuran was placed under vacuum and pressurized with nitrogen three times to exclude oxygen. The reaction mixture was heated at reflux for 3 hours and was then poured into 250 mL diethyl ether an... Starting materials: CC1=CC=C(C=CC(=O)O)C=C1 (4-methylcinnamic acid), C(C(=O)Cl)(=O)Cl (oxalyl chloride), CN(C1CN(CC1)C=1SC2=C(N1)C=CC(=C2)N)C (2-(3-dimethylamino-pyrrolidin-1-yl)-benzothiazol-6-ylamine). The reagents and catalysts are CN(C)C=O (DMF). Solvent: C(Cl)Cl (CH2Cl2), C(Cl)Cl (CH2Cl2), C(Cl)Cl (CH2Cl2). Product: CN(C1CN(CC1)C=1SC2=C(N1)C=CC(=C2)NC(C=CC2=CC=C(C=C2)C)=O)C (N-[2-(3-Dimethylamino-pyrrolidin-1-yl)-benzothiazol-6-yl]-3-p-tolyl-acrylamide). The yield is 62.0%. As a reaction SMILES: [CH3:1][C:2]1[CH:12]=[CH:11][C:5]([CH:6]=[CH:7][C:8]([OH:10])=O)=[CH:4][CH:3]=1.C(Cl)(=O)C(Cl)=O.[CH3:19][N:20]([CH3:36])[CH:21]1[CH2:25][CH2:24][N:23]([C:26]2[S:27][C:28]3[CH:34]=[C:33]([NH2:35])[CH:32]=[CH:31][C:29]=3[N:30]=2)[CH2:22]1>CN(C=O)C.C(Cl)Cl>[CH3:19][N:20]([CH3:36])[CH:21]1[CH2:25][CH2:24][N:23]([C:26]2[S:27][C:28]3[CH:34]=[C:33]([NH:35][C:8](=[O:10])[CH:7]=[CH:6][C:5]4[CH:4]=[CH:3][C:2]([CH3:1])=[CH:12][CH:11]=4)[CH:32]=[CH:31][C:29]=3[N:30]=2)[CH2:22]1. Reported procedure: Combine 4-methylcinnamic acid (0.093 g, 0.572 mmol), CH2Cl2 (5.0 mL), and DMF (3 drops) with stirring. Add oxalyl chloride (0.17 mL, 1.91 mmol) and stir the mixture for 2.5 h at room temperature. Concentrate the mixture in vacuo, add hexane (approximately 10 mL), re-concentrate in vacuo, and add CH2Cl2 (4.0 mL). Transfer the mixture to a 40 mL reaction vial and add a solution of 2-(3-dimethylamino-pyrrolidin-1-yl)-benzothiazol-6-ylamine (0.100 g, 0.381 mmol) (example 1, step 3) in CH2Cl2 (5.0 mL... The reactants are CNC(CC1(CCN2CCC3=C(C2C1)C=CC=C3)NC)=O ((2RS,11bSR)-N-methyl-2-(2-methylamino-1,3,4,6,7,11b-hexahydrobenzo[a]quinolizin-2-yl)acetamide), [H-].COCCO[Al+]OCCOC.[Na+].[H-] (sodium bis (2-methoxyethoxy)aluminum hydride), solution. Solvent: C1CCOC1 (THF), C1(=CC=CC=C1)C (toluene), C1CCOC1 (THF). Product: CNC1(CCN2CCC3=C(C2C1)C=CC=C3)CCNC ((2RS,11bSR)-2-methylamino-2-(2-methylaminoethyl)-1,3,4,6,7,11b-hexahydrobenzo[a]quinolizine). RXN SMILES: [H-].COCCO[Al+]OCCOC.[Na+].[H-].[CH3:15][NH:16][C:17](=O)[CH2:18][C:19]1([NH:33][CH3:34])[CH2:28][CH:27]2[N:22]([CH2:23][CH2:24][C:25]3[CH:32]=[CH:31][CH:30]=[CH:29][C:26]=32)[CH2:21][CH2:20]1>C1(C)C=CC=CC=1.C1COCC1>[CH3:34][NH:33][C:19]1([CH2:18][CH2:17][NH:16][CH3:15])[CH2:28][CH:27]2[N:22]([CH2:23][CH2:24][C:25]3[CH:32]=[CH:31][CH:30]=[CH:29][C:26]=32)[CH2:21][CH2:20]1 |f:0.1.2.3|. Reported procedure: To a 500 ml round bottomed flask with stirring bar, refluxed condenser, dropping funnel and argon inlet was added a solution of sodium bis (2-methoxyethoxy)aluminum hydride (20.63 ml of a 3.4M solution in toluene) and 100 ml of dry THF. This solution was heated at reflux and a solution of the acetamide (5.04 g, 17.54 mmol) from Step B in 100 ml of dry THF was added dropwise over 45 minutes. When the addition was complete the mixture was heated at reflux for 2 hours. The reaction mixture was chil... Starting materials: Cl.CC1=C(C=NN1C1=NC=CC=N1)C(CCN1CC2=CC=CC=C2CC1)=O (1-[5-Methyl-1-(2-pyrimidinyl)-4-pyrazolyl]-3-(1,2,3,4-tetrahydroisoquinolin-2-yl)-1-propanone hydrochloride), Cl.CC1=CCNCC1 (4-methyl-1,2,5,6-tetrahydropyridine hydrochloride), Cl.CC1=C(C=NN1C1=NC=CC=N1)\C=C\CN1CC2=CC=CC=C2CC1 (1-[5-Methyl-1-(2-pyrimidinyl)-4-pyrazolyl]-3-(1,2,3,4-tetrahydroisoquinolin-2-yl)-1-trans-propene hydrochloride), Example 6 ( 1 ). Product: Cl.CC1=C(C=NN1C1=NC=CC=N1)\C=C\CN1CC=C(CC1)C (1-[5-Methyl-1-(2-pyrimidinyl)-4-pyrazolyl]-3-[4-methyl-1,2,5,6-tetrahydro-1-pyridyl]-1-trans-propene hydrochloride). Reaction SMILES: [ClH:1].[CH3:2][C:3]1[N:7]([C:8]2[N:13]=[CH:12][CH:11]=[CH:10][N:9]=2)[N:6]=[CH:5][C:4]=1[C:14](=O)[CH2:15][CH2:16][N:17]1[CH2:26][CH2:25][C:24]2[C:19](=CC=C[CH:23]=2)[CH2:18]1.Cl.CC1N(C2N=CC=CN=2)N=CC=1/C=C/CN1CCC2C(=CC=CC=2)C1.Cl.CC1CCNCC=1>>[ClH:1].[CH3:2][C:3]1[N:7]([C:8]2[N:13]=[CH:12][CH:11]=[CH:10][N:9]=2)[N:6]=[CH:5][C:4]=1/[CH:14]=[CH:15]/[CH2:16][N:17]1[CH2:26][CH2:25][C:24]([CH3:23])=[CH:19][CH2:18]1 |f:0.1,2.3,4.5,6.7|. Reported procedure: The procedures of Example 6 (1) and (2) were repeated but substituting the 1,2,3,4-tetrahydroisoquinoline hydrochloride employed in Example 6 (1) by 4-methyl-1,2,5,6-tetrahydropyridine hydrochloride. After the completion of the post treatment, the title compound was obtained.